This data is from the Open Reaction Database (ORD), a public repository of structured organic reaction records. The task is: describe an organic reaction: reactants, conditions, products, and yield Reactants: CC(=O)O, COCCOc1ccc(C(=O)OC)cc1OC, O=[N+]([O-])O. The product is COCCOc1cc([N+](=O)[O-])c(C(=O)OC)cc1OC. Reaction SMILES: [C:22]([OH:23])(=[O:24])[CH3:25].[CH3:1][O:2][c:3]1[cH:4][c:5]([C:6](=[O:7])[O:8][CH3:9])[cH:10][cH:11][c:12]1[O:13][CH2:14][CH2:15][O:16][CH3:17].[OH:18][N+:19]([O-:20])=[O:21]>>[CH3:1][O:2][c:3]1[cH:4][c:5]([C:6](=[O:7])[O:8][CH3:9])[c:10]([N+:19](=[O:18])[O-:20])[cH:11][c:12]1[O:13][CH2:14][CH2:15][O:16][CH3:17]. Starting materials: CCCC(=O)Cl, CCC(=O)N(c1ccccc1)C1CCN(CCNc2c(C)cccc2C)CC1. RXN SMILES: [C:29]([CH2:30][CH2:31][CH3:32])(=[O:33])[Cl:34].[CH3:1][c:2]1[c:3]([NH:9][CH2:10][CH2:11][N:12]2[CH2:13][CH2:14][CH:15]([N:18]([C:19]([CH2:20][CH3:21])=[O:22])[c:23]3[cH:24][cH:25][cH:26][cH:27][cH:28]3)[CH2:16][CH2:17]2)[c:4]([CH3:8])[cH:5][cH:6][cH:7]1>>[CH3:1][c:2]1[c:3]([N:9]([CH2:10][CH2:11][N:12]2[CH2:13][CH2:14][CH:15]([N:18]([C:19]([CH2:20][CH3:21])=[O:22])[c:23]3[cH:24][cH:25][cH:26][cH:27][cH:28]3)[CH2:16][CH2:17]2)[C:29]([CH2:30][CH2:31][CH3:32])=[O:33])[c:4]([CH3:8])[cH:5][cH:6][cH:7]1. Product: CCCC(=O)N(CCN1CCC(N(C(=O)CC)c2ccccc2)CC1)c1c(C)cccc1C. The reactants are COC([C@H](CC1=CC=C(C=C1)O)NC(C1=C(C=CC=C1)O)=O)=O ((S)-2-(2-hydroxy-benzoylamino)-3-(4-hydroxy-phenyl)-propionic acid methyl ester), C1=CC=C(C=C1)C2=CC=C(C=C2)CCl (4-biphenylmethyl chloride), C(=O)([O-])[O-].[K+].[K+] (K2CO3). The product is COC([C@H](CC1=CC=C(C=C1)OCC1=CC=C(C=C1)C1=CC=CC=C1)NC(C1=C(C=CC=C1)OCC1=CC=C(C=C1)C1=CC=CC=C1)=O)=O ((S)-2-[2-(biphenyl4-ylmethoxy)-benzoylamino]-3-[4-(biphenyl-4-ylmethoxy)-phenyl]-propionic acid methyl ester). Yield: 13.5%. As a reaction SMILES: [CH3:1][O:2][C:3](=[O:23])[C@@H:4]([NH:13][C:14](=[O:22])[C:15]1[CH:20]=[CH:19][CH:18]=[CH:17][C:16]=1[OH:21])[CH2:5][C:6]1[CH:11]=[CH:10][C:9]([OH:12])=[CH:8][CH:7]=1.[CH:24]1[CH:29]=[CH:28][C:27]([C:30]2[CH:35]=[CH:34][C:33]([CH2:36]Cl)=[CH:32][CH:31]=2)=[CH:26][CH:25]=1.C([O-])([O-])=O.[K+].[K+]>>[CH3:1][O:2][C:3](=[O:23])[C@@H:4]([NH:13][C:14](=[O:22])[C:15]1[CH:20]=[CH:19][CH:18]=[CH:17][C:16]=1[O:21][CH2:36][C:33]1[CH:34]=[CH:35][C:30]([C:27]2[CH:26]=[CH:25][CH:24]=[CH:29][CH:28]=2)=[CH:31][CH:32]=1)[CH2:5][C:6]1[CH:7]=[CH:8][C:9]([O:12][CH2:36][C:33]2[CH:34]=[CH:35][C:30]([C:27]3[CH:28]=[CH:29][CH:24]=[CH:25][CH:26]=3)=[CH:31][CH:32]=2)=[CH:10][CH:11]=1 |f:2.3.4|. Procedure details: (S)-2-[2-(biphenyl4-ylmethoxy)-benzoylamino]-3-[4-(biphenyl-4-ylmethoxy)-phenyl]-propionic acid methyl ester (48 mg) was prepared from (S)-2-(2-hydroxy-benzoylamino)-3-(4-hydroxy-phenyl)-propionic acid methyl ester (175 mg, 0.55 mmol) and 4-biphenylmethyl chloride (240 mg, 1.2 mmol) with K2CO3 (306 mg, 2.2 mmol) as described in Procedure H and purified over silica gel (8:2, DCM-hexanes). The reactants are ClC1=CN=CC(=N1)N (6-chloro-pyrazin-2-ylamine), CN1CCNCC1 (1-methylpiperazine), O (water). Run in CN(C=O)C (N,N-dimethylformamide). Run at temperature 100 celsius. The product is CN1CCN(CC1)C1=NC(=CN=C1)N (4-Methyl-3,4,5,6-tetrahydro-2H-[1,2′]bipyrazinyl-6′-ylamine). Reaction SMILES: Cl[C:2]1[N:7]=[C:6]([NH2:8])[CH:5]=[N:4][CH:3]=1.[CH3:9][N:10]1[CH2:15][CH2:14][NH:13][CH2:12][CH2:11]1.O>CN(C)C=O>[CH3:9][N:10]1[CH2:15][CH2:14][N:13]([C:2]2[CH:3]=[N:4][CH:5]=[C:6]([NH2:8])[N:7]=2)[CH2:12][CH2:11]1. Procedure details: 4-Methyl-3,4,5,6-tetrahydro-2H-[1,2′]bipyrazinyl-6′-ylamine was prepared from 6-chloro-pyrazin-2-ylamine (1.00 g, 7.72 mmol) and 1-methylpiperazine (942 L, 8.49 mmol) combined in N,N-dimethylformamide (35 mL) and heated at 100° C. overnight. The reaction was poured into water and extracted with 3 portions of dichloromethane. The combined organic was dried over magnesium sulfate, filtered and evaporated to yield an off-white solid. This solid was purified via chromatography (silica gel 40 g metha... The reactants are CN1CCN(CC1)C1=C(C=CC(=C1)[N+](=O)[O-])OC (1-Methyl-4-(2-methoxy-5-nitrophenyl)piperazine), O.NN (hydrazine hydrate). Reagents/catalysts: [Ni] (Raney Nickel). Solvent: C(C)O (ethanol), O (water). Product: COC1=C(C=C(C=C1)N)N1CCN(CC1)C (4-Methoxy-3-(4-methyl-1-piperazinyl)benzeneamine). Isolated yield 53.0%. Reaction SMILES: [CH3:1][N:2]1[CH2:7][CH2:6][N:5]([C:8]2[CH:13]=[C:12]([N+:14]([O-])=O)[CH:11]=[CH:10][C:9]=2[O:17][CH3:18])[CH2:4][CH2:3]1.O.NN>C(O)C.[Ni].O>[CH3:18][O:17][C:9]1[CH:10]=[CH:11][C:12]([NH2:14])=[CH:13][C:8]=1[N:5]1[CH2:4][CH2:3][N:2]([CH3:1])[CH2:7][CH2:6]1 |f:1.2|. Reported procedure: To a solution of the product of step (a) (5.07 g) in ethanol (70 ml) was added a paste of Raney Nickel in water (2 g). To the warmed suspension was added, with constant agitation, hydrazine hydrate (5 ml) dropwise during 20 min with occasional warming. After the main effervescence had ceased, the suspension was heated for 15 min and then filtered with the aid of ethanol under nitrogen. The residues were kept moist and washed with ethanol and the combined filtrate and washings were evaporated to ...